This data is from the Open Reaction Database (ORD), a public repository of structured organic reaction records. The task is: describe an organic reaction: reactants, conditions, products, and yield Reactants: [Br-], C[Mg+], CCCc1c(Cc2ccc(-c3ccccc3C#N)cc2)c(=O)n(C2CCC(OC(C)C3(C=O)CCC3)CC2)c2ncnn12, Cl, C1CCOC1, C1CCOC1. Yields the product CCCc1c(Cc2ccc(-c3ccccc3C#N)cc2)c(=O)n(C2CCC(OC(C)C3(C(C)=O)CCC3)CC2)c2ncnn12. As a reaction SMILES: [Br-:49].[CH3:50][Mg+:51].[CH:1](=[O:2])[C:3]1([CH:7]([CH3:8])[O:9][CH:10]2[CH2:11][CH2:12][CH:13]([n:16]3[c:17]4[n:18]([c:19]([CH2:38][CH2:39][CH3:40])[c:20]([CH2:23][c:24]5[cH:25][cH:26][c:27](-[c:30]6[c:31]([C:36]#[N:37])[cH:32][cH:33][cH:34][cH:35]6)[cH:28][cH:29]5)[c:21]3=[O:22])[n:41][cH:42][n:43]4)[CH2:14][CH2:15]2)[CH2:4][CH2:5][CH2:6]1.[ClH:52].[O:44]1[CH2:45][CH2:48][CH2:47][CH2:46]1.[O:53]1[CH2:54][CH2:55][CH2:56][CH2:57]1>>[C:1](=[O:2])([C:3]1([CH:7]([CH3:8])[O:9][CH:10]2[CH2:11][CH2:12][CH:13]([n:16]3[c:17]4[n:18]([c:19]([CH2:38][CH2:39][CH3:40])[c:20]([CH2:23][c:24]5[cH:25][cH:26][c:27](-[c:30]6[c:31]([C:36]#[N:37])[cH:32][cH:33][cH:34][cH:35]6)[cH:28][cH:29]5)[c:21]3=[O:22])[n:41][cH:42][n:43]4)[CH2:14][CH2:15]2)[CH2:4][CH2:5][CH2:6]1)[CH3:45]. The reactants are OCC1COC(N2C1C1=CC(=C(C=C1CC2)OC)OC)=S (1-(hydroxymethyl)-9,10-dimethoxy-1,6,7,11b-tetrahydro-2H-[1,3]oxazino[4,3-a]isoquinoline-4-thione), CC(=O)C (acetone), CI (methyl iodide). Conditions: time 24 hour. Product: [I-].OCC1COC(=[N+]2C1C1=CC(=C(C=C1CC2)OC)OC)SC (1-(hydroxymethyl)-4-(methylthio)-9,10-dimethoxy-1,6,7,11b-tetrahydro-2H-[1,3]oxazino[4,3-a]isoquinolinium iodide). Yield: 70.0%. RXN SMILES: [OH:1][CH2:2][CH:3]1[CH:8]2[C:9]3[C:14]([CH2:15][CH2:16][N:7]2[C:6](=[S:21])[O:5][CH2:4]1)=[CH:13][C:12]([O:17][CH3:18])=[C:11]([O:19][CH3:20])[CH:10]=3.[CH3:22]C(C)=O.C[I:27]>>[I-:27].[OH:1][CH2:2][CH:3]1[CH:8]2[C:9]3[C:14]([CH2:15][CH2:16][N+:7]2=[C:6]([S:21][CH3:22])[O:5][CH2:4]1)=[CH:13][C:12]([O:17][CH3:18])=[C:11]([O:19][CH3:20])[CH:10]=3 |f:3.4|. Reported procedure: To a solution of 3.09 g (0.01 mole) of 1-(hydroxymethyl)-9,10-dimethoxy-1,6,7,11b-tetrahydro-2H-[1,3]oxazino[4,3-a]isoquinoline-4-thione in acetone 1.94 g (0.02 mole) of methyl iodide are added. The reaction mixture is allowed to stand at room temperature for 24 hours. The crystalline product is filtered off, washed and recrystallized from a mixture of acetone and ether. Yield: 70% (decomposition).